This data is from the Open Reaction Database (ORD), a public repository of structured organic reaction records. The task is: describe an organic reaction: reactants, conditions, products, and yield The reactants are CC=1C(CCC(C1)C)=O (2,4-Dimethyl-2-cyclohexen-1-one), C1(=CC=CC=C1)C (Toluene), [Cl-].[Cl-].[Cl-].[Al+3] (Aluminium trichloride), C=CC(C)=C (Isoprene). Yields the product CC1CCC(C2(CC=C(CC12)C)C)=O (4,6,8a-Trimethyl-3,4,4a,5,8,8a-hexahydro-1(2H)-naphthalenone). As a reaction SMILES: [CH3:1][C:2]1[C:3](=[O:9])[CH2:4][CH2:5][CH:6]([CH3:8])[CH:7]=1.[Cl-].[Cl-].[Cl-].[Al+3].C=[CH:15][C:16](=[CH2:18])[CH3:17].[C:19]1(C)C=CC=CC=1>>[CH3:8][CH:6]1[CH:7]2[C:2]([CH3:19])([CH2:1][CH:15]=[C:16]([CH3:18])[CH2:17]2)[C:3](=[O:9])[CH2:4][CH2:5]1 |f:1.2.3.4|. Procedure details: 2,4-Dimethyl-2-cyclohexen-1-one (40 g, 0.32 mmol), Aluminium trichloride (10.7 g, 0.08 mmol), Isoprene (326 g, 4.8 mol), Toluene (500 ml) Reactants: C(C1=CC=CC=C1)OC(=O)NC1=NC=CC(=N1)C(C(F)(F)F)O (1-[2-(N-benzyloxycarbonylamino)pyrimidin-4-yl]-2,2,2-trifluoroethanol). Reagents/catalysts: [Pd] (palladium on carbon). Run in C(C)O.O1CCCC1 (ethanol tetrahydrofuran). Yields the product NC1=NC=CC(=N1)C(C(F)(F)F)O (1-[2-aminopyrimidin-4-yl]-2,2,2-trifluoroethanol). RXN SMILES: C(OC([NH:11][C:12]1[N:17]=[C:16]([CH:18]([OH:23])[C:19]([F:22])([F:21])[F:20])[CH:15]=[CH:14][N:13]=1)=O)C1C=CC=CC=1>C(O)C.O1CCCC1.[Pd]>[NH2:11][C:12]1[N:17]=[C:16]([CH:18]([OH:23])[C:19]([F:22])([F:20])[F:21])[CH:15]=[CH:14][N:13]=1 |f:1.2|. Reported procedure: To a solution of 1-[2-(N-benzyloxycarbonylamino)pyrimidin-4-yl]-2,2,2-trifluoroethanol (9a) in ethanol-tetrahydrofuran (1:1) (500 mL) under nitrogen-atmosphere was added palladium on carbon (785 mg). The mixture was put under a hydrogen atmosphere (balloon) and stirred at room temperature. After 45 minutes the reaction mixture was filtered through celite and concentrated under vacuum and purified by flash chromatography (dichloromethane/methanol 99:1 to 95:5) to give the title compound (1.52 g). Starting materials: CCOC(C)=O, ClCCl, ClCCl, COc1cccc2c1nc(C(F)F)n2-c1nc(NC2CCN(C(=O)OC(C)(C)C)CC2)nc(N2CCOCC2)n1, [H-], CI, [Na+], CN(C)C=O, O. Yields the product COc1cccc2c1nc(C(F)F)n2-c1nc(N2CCOCC2)nc(N(C)C2CCN(C(=O)OC(C)(C)C)CC2)n1. As a reaction SMILES: [CH3:57][CH2:58][O:59][C:60]([CH3:61])=[O:62].[Cl:51][CH2:52][Cl:53].[Cl:54][CH2:55][Cl:56].[F:1][CH:2]([c:3]1[n:4][c:5]2[c:6]([n:7]1-[c:8]1[n:9][c:10]([NH:20][CH:21]3[CH2:22][CH2:23][N:24]([C:27](=[O:28])[O:29][C:30]([CH3:31])([CH3:32])[CH3:33])[CH2:25][CH2:26]3)[n:11][c:12]([N:14]3[CH2:15][CH2:16][O:17][CH2:18][CH2:19]3)[n:13]1)[cH:34][cH:35][cH:36][c:37]2[O:38][CH3:39])[F:40].[H-:42].[I:43][CH3:44].[Na+:41].[O:46]=[CH:47][N:48]([CH3:49])[CH3:50].[OH2:45]>>[F:1][CH:2]([c:3]1[n:4][c:5]2[c:6]([n:7]1-[c:8]1[n:9][c:10]([N:20]([CH:21]3[CH2:22][CH2:23][N:24]([C:27](=[O:28])[O:29][C:30]([CH3:31])([CH3:32])[CH3:33])[CH2:25][CH2:26]3)[CH3:44])[n:11][c:12]([N:14]3[CH2:15][CH2:16][O:17][CH2:18][CH2:19]3)[n:13]1)[cH:34][cH:35][cH:36][c:37]2[O:38][CH3:39])[F:40]. The reactants are COCCO, COCCOC, CCOC(C)=O, O=S(=O)(Nc1ncc(Br)nc1Br)c1ccc(Cl)s1, [H-], [Na+], O=C(O)CC(O)(CC(=O)O)C(=O)O. Product: COCCOc1nc(Br)cnc1NS(=O)(=O)c1ccc(Cl)s1. As a reaction SMILES: [CH3:1][O:2][CH2:3][CH2:4][OH:5].[CH3:39][O:40][CH2:41][CH2:42][O:43][CH3:44].[CH3:45][CH2:46][O:47][C:48](=[O:49])[CH3:50].[Cl:8][c:9]1[cH:10][cH:11][c:12]([S:14](=[O:15])(=[O:16])[NH:17][c:18]2[n:19][cH:20][c:21]([Br:25])[n:22][c:23]2[Br:24])[s:13]1.[H-:6].[Na+:7].[OH:26][C:27]([CH2:28][C:29]([C:30](=[O:31])[OH:32])([CH2:33][C:34](=[O:35])[OH:36])[OH:37])=[O:38]>>[CH3:1][O:2][CH2:3][CH2:4][O:5][c:23]1[c:18]([NH:17][S:14]([c:12]2[cH:11][cH:10][c:9]([Cl:8])[s:13]2)(=[O:15])=[O:16])[n:19][cH:20][c:21]([Br:25])[n:22]1. The reactants are BrBr (bromine), C(C)(=O)C1=NC=CC=C1 (2-acetylpyridine). The solvent is C(Cl)(Cl)(Cl)Cl (carbon tetrachloride), C(Cl)(Cl)(Cl)Cl (carbon tetrachloride). Reaction conditions: time 15 minute. The product is Br.BrCC(=O)C1=NC=CC=C1 (2-Bromo-1-pyridin-2-ylethanone hydrobromide). As a reaction SMILES: [Br:1]Br.[C:3]([C:6]1[CH:11]=[CH:10][CH:9]=[CH:8][N:7]=1)(=[O:5])[CH3:4]>C(Cl)(Cl)(Cl)Cl>[BrH:1].[Br:1][CH2:4][C:3]([C:6]1[CH:11]=[CH:10][CH:9]=[CH:8][N:7]=1)=[O:5] |f:3.4|. Procedure: A mixture of bromine (4.28 ml) in 30 ml of carbon tetrachloride is added dropwise via addition funnel to a boiling mixture of 2-acetylpyridine (9.25 ml, Aldrich Chemical Co.) and carbon tetrachloride (65 ml). Addition is completed in 2 hr and within 15 minutes a solid began forming. Reflux continued for another 40 minutes before the reaction vessel is cooled to 0°. The solid precipitate is collected by filtration and dried (400°, 0.03 mm) for 3 hours to give the title compound, mp 212°-213°; NMR... Starting materials: C[Al](C)C (Trimethylaluminium), N1=C(C=CC=C1)N (pyridin-2-amine), [Si](C1=CC=CC=C1)(C1=CC=CC=C1)(C(C)(C)C)OCCOC[C@@H](C(=O)OC)O ((S)-methyl 3-(2-(tert-butyldiphenylsilyloxy)ethoxy)-2-hydroxypropanoate). Solvent: C1(=CC=CC=C1)C (toluene), C1(=CC=CC=C1)C (toluene). Run at temperature 0 celsius, time 20 minute. The product is [Si](C1=CC=CC=C1)(C1=CC=CC=C1)(C(C)(C)C)OCCOC[C@@H](C(=O)NC1=NC=CC=C1)O ((S)-3-(2-(tert-butyldiphenylsilyloxy)ethoxy)-2-hydroxy-N-(pyridin-2-yl)propanamide). The yield is 62.6%. As a reaction SMILES: C[Al](C)C.[N:5]1[CH:10]=[CH:9][CH:8]=[CH:7][C:6]=1[NH2:11].[Si:12]([O:29][CH2:30][CH2:31][O:32][CH2:33][C@H:34]([OH:39])[C:35](OC)=[O:36])([C:25]([CH3:28])([CH3:27])[CH3:26])([C:19]1[CH:24]=[CH:23][CH:22]=[CH:21][CH:20]=1)[C:13]1[CH:18]=[CH:17][CH:16]=[CH:15][CH:14]=1>C1(C)C=CC=CC=1>[Si:12]([O:29][CH2:30][CH2:31][O:32][CH2:33][C@H:34]([OH:39])[C:35]([NH:11][C:6]1[CH:7]=[CH:8][CH:9]=[CH:10][N:5]=1)=[O:36])([C:25]([CH3:28])([CH3:26])[CH3:27])([C:19]1[CH:24]=[CH:23][CH:22]=[CH:21][CH:20]=1)[C:13]1[CH:14]=[CH:15][CH:16]=[CH:17][CH:18]=1. Procedure: Trimethylaluminium (3.73 mL, 7.45 mmol) was added to pyridin-2-amine (0.701 g, 7.45 mmol) in toluene (6 ml) cooled to 0° C. under nitrogen. The resulting solution was stirred at 0° C. for 20 minutes. (S)-methyl 3-(2-(tert-butyldiphenylsilyloxy)ethoxy)-2-hydroxypropanoate (1.5 g, 3.73 mmol) (Intermediate AB3) in toluene (6 ml) was added and the reaction was allowed to warm to room temperature and then heated to 110 for 5 hours in a microwave. The reaction mixture was allowed to cool and concentra... The reactants are CC(=O)C.OS(=O)(=O)O.O=[Cr](=O)=O (Jones' reagent), S(O)(O)(=O)=O (sulfuric acid), COCCOC1=CC=C(C=C1)C=1C(=CC=CC1)C=O (4′-(2-methoxyethoxy)-1,1′-biphenyl-2-carbaldehyde). Reagents/catalysts: [O-2].[O-2].[O-2].[Cr+6] (chromium trioxide). Run in O (water), CC(=O)C (acetone). Run at temperature 0 celsius, time 1 hour. Yields the product COCCOC1=CC=C(C=C1)C=1C(=CC=CC1)C(=O)O (4′-(2-methoxyethoxy)-1,1′-biphenyl-2-carboxylic acid). Reaction SMILES: [CH3:1][O:2][CH2:3][CH2:4][O:5][C:6]1[CH:11]=[CH:10][C:9]([C:12]2[C:13]([CH:18]=[O:19])=[CH:14][CH:15]=[CH:16][CH:17]=2)=[CH:8][CH:7]=1.CC(C)=[O:22].OS(O)(=O)=O.O=[Cr](=O)=O.S(=O)(=O)(O)O>CC(C)=O.O.[O-2].[O-2].[O-2].[Cr+6]>[CH3:1][O:2][CH2:3][CH2:4][O:5][C:6]1[CH:11]=[CH:10][C:9]([C:12]2[C:13]([C:18]([OH:22])=[O:19])=[CH:14][CH:15]=[CH:16][CH:17]=2)=[CH:8][CH:7]=1 |f:1.2.3,7.8.9.10|. Procedure: The 4′-(2-methoxyethoxy)-1,1′-biphenyl-2-carbaldehyde from step b (3.691 g; 14.4 mmol) is dissolved in 45 ml of acetone, the mixture is cooled to 0° C. and 10.85 ml of Jones' reagent (solution of 3.5 g of chromium trioxide in a solution of 3.16 ml of sulfuric acid in 10 ml of water) are then added dropwise. After 1 hour at 0° C., the reaction medium is allowed to cool to room temperature over 8 hours. The reaction medium is evaporated to dryness, taken up in ether and filtered through silica. Th... Reactants: CN1CC(=O)Nc2ncc(C=CC(=O)O)cc2C1, CNCc1ccc(C)c2ccccc12, CCCc1c(CNC)ccc2ccccc12, Cl, Cl, Nc1ncc(C=CC(=O)O)cc1CN1CCOCC1. The product is Cl, Cc1ccc(CN(C)C(=O)C=Cc2cnc(N)c(CN3CCOCC3)c2)c2ccccc12. As a reaction SMILES: [CH3:22][N:23]1[CH2:24][c:25]2[cH:26][c:27]([CH:28]=[CH:29][C:30]([OH:31])=[O:32])[cH:33][n:34][c:35]2[NH:36][C:37](=[O:38])[CH2:39]1.[CH3:40][NH:41][CH2:42][c:43]1[cH:44][cH:45][c:46]([CH3:53])[c:47]2[cH:48][cH:49][cH:50][cH:51][c:52]12.[CH3:54][NH:55][CH2:56][c:57]1[cH:58][cH:59][c:60]2[c:61]([cH:62][cH:63][cH:64][cH:65]2)[c:66]1[CH2:67][CH2:68][CH3:69].[ClH:1].[ClH:21].[NH2:2][c:3]1[c:4]([CH2:14][N:15]2[CH2:16][CH2:17][O:18][CH2:19][CH2:20]2)[cH:5][c:6]([CH:9]=[CH:10][C:11](=[O:12])[OH:13])[cH:7][n:8]1>>[ClH:1].[NH2:2][c:3]1[c:4]([CH2:14][N:15]2[CH2:16][CH2:17][O:18][CH2:19][CH2:20]2)[cH:5][c:6]([CH:9]=[CH:10][C:11](=[O:13])[N:41]([CH3:40])[CH2:42][c:43]2[cH:44][cH:45][c:46]([CH3:53])[c:47]3[cH:48][cH:49][cH:50][cH:51][c:52]23)[cH:7][n:8]1.